The task is: describe an organic reaction: reactants, conditions, products, and yield. This data is from the Open Reaction Database (ORD), a public repository of structured organic reaction records. Starting materials: CCO, Clc1ccc(C(Cn2ccnc2)OCc2csc3c(Cl)cccc23)c(Cl)c1, O, O=[N+]([O-])O. Product: Clc1ccc(C(Cn2ccnc2)OCc2csc3c(Cl)cccc23)c(Cl)c1, O=[N+]([O-])O. Reaction SMILES: [CH3:33][CH2:34][OH:35].[Cl:1][c:2]1[cH:3][cH:4][cH:5][c:6]2[c:7]1[s:8][cH:9][c:10]2[CH2:11][O:12][CH:13]([CH2:14][n:15]1[cH:16][n:17][cH:18][cH:19]1)[c:20]1[c:21]([Cl:27])[cH:22][c:23]([Cl:26])[cH:24][cH:25]1.[OH2:28].[OH:29][N+:30]([O-:31])=[O:32]>>[Cl:1][c:2]1[cH:3][cH:4][cH:5][c:6]2[c:7]1[s:8][cH:9][c:10]2[CH2:11][O:12][CH:13]([CH2:14][n:15]1[cH:16][n:17][cH:18][cH:19]1)[c:20]1[c:21]([Cl:27])[cH:22][c:23]([Cl:26])[cH:24][cH:25]1.[O:29]=[N+:30]([OH:31])[O-:32]. Starting materials: ClC1=CC(=NC2=CC=CC=C12)C1=CC=C(C=C1)Cl (4-chloro-2-(4-chlorophenyl)quinoline), N1CCC(C(=O)N)CC1 (isonipecotamide), C(C)O (ethanol). Solvent: C1(=CC=CC=C1)O (phenol). Yields the product ClC1=CC=C(C=C1)C1=NC2=CC=CC=C2C(=C1)N1CCC(CC1)C(=O)N (1-[2-(4-chlorophenyl)-4-quinolinyl]-4-piperidinecarboxamide). As a reaction SMILES: Cl[C:2]1[C:11]2[C:6](=[CH:7][CH:8]=[CH:9][CH:10]=2)[N:5]=[C:4]([C:12]2[CH:17]=[CH:16][C:15]([Cl:18])=[CH:14][CH:13]=2)[CH:3]=1.[NH:19]1[CH2:27][CH2:26][CH:22]([C:23]([NH2:25])=[O:24])[CH2:21][CH2:20]1.C(O)C>C1(O)C=CC=CC=1>[Cl:18][C:15]1[CH:16]=[CH:17][C:12]([C:4]2[CH:3]=[C:2]([N:19]3[CH2:27][CH2:26][CH:22]([C:23]([NH2:25])=[O:24])[CH2:21][CH2:20]3)[C:11]3[C:6](=[CH:7][CH:8]=[CH:9][CH:10]=3)[N:5]=2)=[CH:13][CH:14]=1. Procedure details: In a manner analogous to that of Example 6, 4-chloro-2-(4-chlorophenyl)quinoline was reacted with isonipecotamide in phenol at 170° C., yielding the named compound, mp. 245°-247° dec., from ethanol.